Dataset: the Open Reaction Database (ORD), a public repository of structured organic reaction records. Task: describe an organic reaction: reactants, conditions, products, and yield The reactants are C([O-])(O)=O.[Na+] (sodium bicarbonate), C[C@@H]1N([C@@H](OC1=O)C1=CC=CC=C1)C(=O)OCC1=CC=CC=C1 (benzyl (2S,4S)-4-methyl-5-oxo-2-phenyl-1,3-oxazolidine-3-carboxylate), IC=1C=C(CBr)C=CC1 (3-iodobenzyl bromide), C[Si](N[Si](C)(C)C)(C)C.[Li] (lithium hexamethyldisilazane). The solvent is C1CCOC1 (THF), C1CCOC1 (THF), C1CCOC1 (THF). Run at temperature 20 celsius. Product: IC=1C=C(C[C@]2(N([C@@H](OC2=O)C2=CC=CC=C2)C(=O)OCC2=CC=CC=C2)C)C=CC1 (Benzyl (2S,4R)-4-(3-iodobenzyl)-4-methyl-5-oxo-2-phenyl-1,3-oxazolidine-3-carboxylate). Isolated yield 72.8%. Reaction SMILES: [CH3:1][C@H:2]1[C:6](=[O:7])[O:5][C@@H:4]([C:8]2[CH:13]=[CH:12][CH:11]=[CH:10][CH:9]=2)[N:3]1[C:14]([O:16][CH2:17][C:18]1[CH:23]=[CH:22][CH:21]=[CH:20][CH:19]=1)=[O:15].[I:24][C:25]1[CH:26]=[C:27]([CH:30]=[CH:31][CH:32]=1)[CH2:28]Br.C[Si](C)(C)N[Si](C)(C)C.[Li].C(=O)(O)[O-].[Na+]>C1COCC1>[I:24][C:25]1[CH:26]=[C:27]([CH:30]=[CH:31][CH:32]=1)[CH2:28][C@:2]1([CH3:1])[C:6](=[O:7])[O:5][C@@H:4]([C:8]2[CH:9]=[CH:10][CH:11]=[CH:12][CH:13]=2)[N:3]1[C:14]([O:16][CH2:17][C:18]1[CH:19]=[CH:20][CH:21]=[CH:22][CH:23]=1)=[O:15] |f:2.3,4.5,^1:41|. Procedure: A solution of benzyl (2S,4S)-4-methyl-5-oxo-2-phenyl-1,3-oxazolidine-3-carboxylate (J. Org. Chem. 2001, 66, 1903) (1.2 g) and 3-iodobenzyl bromide (1.15 g) in THF (8 ml) was added dropwise to a solution of lithium hexamethyldisilazane in THF (1M, 4.1 ml) diluted in THF (32 ml) at −30° C. The mixture was stirred at this temperature and then allowed to warm to 20° C. over 4 h. Aqueous sodium bicarbonate solution was then added and the mixture was extracted with Et2O. The organic phase was separate... The reactants are C(C)(C)(C)OC(NC1(CCC1)C1=CC=C(C=C1)C1=C(OC2=C(C1=O)C=CC=1NC(NC12)=O)C1=CC=CC=C1)=O ({1-[4-(2,6-dioxo-8-phenyl-1,2,3,6-tetrahydro-chromeno[7,8-d]imidazol-7-yl)-phenyl]-cyclobutyl}-carbamic acid tert-butyl ester), NC1=CC=C2C(C(=C(OC2=C1O)C1=CC=CC=C1)I)=O (7-amino-8-hydroxy-3-iodo-2-phenyl-chromen-4-one). Yields the product IC1=C(OC2=C(C1=O)C=CC=1NC(OC12)=O)C1=CC=CC=C1 (7-Iodo-8-phenyl-3H-chromeno[7,8-d]oxazole-2,6-dione). Yield: 100.0%. Reaction SMILES: [C:1]([O:5]C(=O)NC1(C2C=CC(C3C(=O)C4C=CC5NC(=O)NC=5C=4OC=3C3C=CC=CC=3)=CC=2)CCC1)(C)(C)C.[NH2:40][C:41]1[C:50]([OH:51])=[C:49]2[C:44]([C:45](=[O:59])[C:46]([I:58])=[C:47]([C:52]3[CH:57]=[CH:56][CH:55]=[CH:54][CH:53]=3)[O:48]2)=[CH:43][CH:42]=1>>[I:58][C:46]1[C:45](=[O:59])[C:44]2[CH:43]=[CH:42][C:41]3[NH:40][C:1](=[O:5])[O:51][C:50]=3[C:49]=2[O:48][C:47]=1[C:52]1[CH:57]=[CH:56][CH:55]=[CH:54][CH:53]=1. Reported procedure: Following the procedure used to {1-[4-(2,6-dioxo-8-phenyl-1,2,3,6-tetrahydro-chromeno[7,8-d]imidazol-7-yl)-phenyl]-cyclobutyl}-carbamic acid tert-butyl ester, 7-amino-8-hydroxy-3-iodo-2-phenyl-chromen-4-one was reacted to give the title compound as a yellow solid (105 mg, 100%). LCMS (Method G): RT=3.27, [M+H]+=406. Reactants: CC(C)(C)OC(=O)N1CCC(CO)CC1, CS(=O)(=O)O, COc1cc2c(Oc3ccc([N+](=O)[O-])cc3F)ccnc2cc1O, [K+], [K+], O=C([O-])[O-], CN(C)C=O. The product is COc1cc2c(Oc3ccc([N+](=O)[O-])cc3F)ccnc2cc1OCC1CCN(C(=O)OC(C)(C)C)CC1. RXN SMILES: [C:36](=[O:37])([O:38][C:39]([CH3:40])([CH3:41])[CH3:42])[N:43]1[CH2:44][CH2:45][CH:46]([CH2:49][OH:50])[CH2:47][CH2:48]1.[CH3:31][S:32]([OH:33])(=[O:34])=[O:35].[F:1][c:2]1[c:3]([O:4][c:5]2[cH:6][cH:7][n:8][c:9]3[cH:10][c:11]([OH:17])[c:12]([O:15][CH3:16])[cH:13][c:14]23)[cH:18][cH:19][c:20]([N+:22](=[O:23])[O-:24])[cH:21]1.[K+:25].[K+:26].[O-:27][C:28]([O-:29])=[O:30].[O:51]=[CH:52][N:53]([CH3:54])[CH3:55]>>[F:1][c:2]1[c:3]([O:4][c:5]2[cH:6][cH:7][n:8][c:9]3[cH:10][c:11]([O:17][CH2:49][CH:46]4[CH2:45][CH2:44][N:43]([C:36](=[O:37])[O:38][C:39]([CH3:40])([CH3:41])[CH3:42])[CH2:48][CH2:47]4)[c:12]([O:15][CH3:16])[cH:13][c:14]23)[cH:18][cH:19][c:20]([N+:22](=[O:23])[O-:24])[cH:21]1. The reactants are N (NH3), oil, ClC1=C(C=CC(=C1)Cl)C=1C=C2CCCN3C2=C(C1)[C@H]1[C@@H]3CCNC1 ((7aS,11aR)-2-(2,4-dichlorophenyl)-5,6,7a,8,9,10,11,11a-octahydro-4H-pyrido[3′,4′:4,5]pyrrolo[3,2,1-ij]quinoline), BrCCC (1-bromopropane). Product: ClC1=C(C=CC(=C1)Cl)C=1C=C2CCCN3C2=C(C1)[C@H]1[C@@H]3CCN(C1)CCC ((7aS,11aR)-2-(2,4-dichlorophenyl)-10-propyl-5,6,7a,8,9,10,11,11a-octahydro-4H-pyrido[3′,4′:4,5]pyrrolo[3,2,1-ij]quinoline). RXN SMILES: [Cl:1][C:2]1[CH:7]=[C:6]([Cl:8])[CH:5]=[CH:4][C:3]=1[C:9]1[CH:10]=[C:11]2[C:16]3=[C:17]([C@@H:19]4[CH2:24][NH:23][CH2:22][CH2:21][C@@H:20]4[N:15]3[CH2:14][CH2:13][CH2:12]2)[CH:18]=1.Br[CH2:26][CH2:27][CH3:28].N>>[Cl:1][C:2]1[CH:7]=[C:6]([Cl:8])[CH:5]=[CH:4][C:3]=1[C:9]1[CH:10]=[C:11]2[C:16]3=[C:17]([C@@H:19]4[CH2:24][N:23]([CH2:26][CH2:27][CH3:28])[CH2:22][CH2:21][C@@H:20]4[N:15]3[CH2:14][CH2:13][CH2:12]2)[CH:18]=1. Procedure details: The title compound was prepared by the method of Example 382 as a yellow oil (21 mg, 65%) from (7aS,11aR)-2-(2,4-dichlorophenyl)-5,6,7a,8,9,10,11,11a-octahydro-4H-pyrido[3′,4′:4,5]pyrrolo[3,2,1-ij]quinoline (30 mg, 0.083 mmol) and 1-bromopropane (30 mg, 0.24 mmol). 1H NMR (CDCl3, 300 MHz) δ0.92 (t, J=7.3 Hz, 3H), 1.61-1.75 (m, 2H), 2.02-2.35 (m, 6H), 2.45-2.63 (m, 3H), 2.75 (t, J=6.5 Hz, 2H), 2.87-2.98 (br, 1H), 3.00-3.08 (br, 1H), 3.30 (dt, J=10.6, 4.0 Hz, 1H), 3.35-3.48 (m, 2H), 6.94 (s, 1H), ... Starting materials: C1CCOC1, CNOC, CC(C)[Mg+], [Cl-], Cl, COC(=O)C1CCOCC1, O. Yields the product CON(C)C(=O)C1CCOCC1. As a reaction SMILES: [CH2:22]1[O:23][CH2:24][CH2:25][CH2:26]1.[CH3:12][NH:13][O:14][CH3:15].[CH:17]([Mg+:18])([CH3:19])[CH3:20].[Cl-:16].[ClH:11].[O:1]1[CH2:2][CH2:3][CH:4]([C:7]([O:9][CH3:8])=[O:10])[CH2:5][CH2:6]1.[OH2:21]>>[O:1]1[CH2:2][CH2:3][CH:4]([C:7](=[O:9])[N:13]([CH3:12])[O:14][CH3:15])[CH2:5][CH2:6]1. Reactants: CC1=CC(=NO1)C=O (5-methylisoxazole-3-aldehyde), C(C)OC(CC(=O)CCl)=O (4-chloroacetoacetic acid ethyl ester), crude product. The product is C(C)OC(C(C(CCl)=O)=C1NOC(=C1)C)=O (2-(5-Methylisoxazol-3-ylidene)-3-oxo-4-chlorobutyric acid ethyl ester). As a reaction SMILES: [CH3:1][C:2]1[O:6][N:5]=[C:4](C=O)[CH:3]=1.[CH2:9]([O:11][C:12](=[O:18])[CH2:13][C:14]([CH2:16][Cl:17])=[O:15])[CH3:10]>>[CH2:9]([O:11][C:12](=[O:18])[C:13](=[C:4]1[CH:3]=[C:2]([CH3:1])[O:6][NH:5]1)[C:14](=[O:15])[CH2:16][Cl:17])[CH3:10]. Procedure: 79.5 g of 5-methylisoxazole-3-aldehyde were reacted with 4-chloroacetoacetic acid ethyl ester as described in Example 24. A crude product, which was chromatographically pure, was obtained. This isomer ratio was 2:1. Reactants: CCCCOC(=O)C1CCC(CNC(=O)OC(C)(C)C)CC1, CO, [Na+], [OH-]. The product is CC(C)(C)OC(=O)NCC1CCC(C(=O)O)CC1. RXN SMILES: [C:1]([CH3:2])([CH3:3])([CH3:4])[O:5][C:6](=[O:7])[NH:8][CH2:9][CH:10]1[CH2:11][CH2:12][CH:13]([C:16](=[O:17])[O:18][CH2:19][CH2:20][CH2:21][CH3:22])[CH2:14][CH2:15]1.[CH3:25][OH:26].[Na+:24].[OH-:23]>>[C:1]([CH3:2])([CH3:3])([CH3:4])[O:5][C:6](=[O:7])[NH:8][CH2:9][CH:10]1[CH2:11][CH2:12][CH:13]([C:16](=[O:17])[OH:18])[CH2:14][CH2:15]1. As a reaction SMILES: [NH2:1][C:2]1[CH:7]=[CH:6][CH:5]=[CH:4][C:3]=1[CH2:8][CH2:9][C:10]1[C:14]2[C:15](=[O:29])[N:16]([C:23]3[CH:28]=[CH:27][CH:26]=[CH:25][CH:24]=3)[C:17]3[N:18]=[CH:19][CH:20]=[CH:21][C:22]=3[C:13]=2[NH:12][N:11]=1.C(O)(=O)C.[O-:34][C:35]#[N:36].[K+]>O>[C:23]1([N:16]2[C:17]3[N:18]=[CH:19][CH:20]=[CH:21][C:22]=3[C:13]3[NH:12][N:11]=[C:10]([CH2:9][CH2:8][C:3]4[CH:4]=[CH:5][CH:6]=[CH:7][C:2]=4[NH:1][C:35]([NH2:36])=[O:34])[C:14]=3[C:15]2=[O:29])[CH:28]=[CH:27][CH:26]=[CH:25][CH:24]=1 |f:2.3|. Reaction conditions: temperature 35 celsius, time 8 hour. Procedure: To a suspension of 3-[2-(2-aminophenyl)ethyl]-5-phenyl-1H-pyrazolo[4,3-c][1,8]naphthyridin-4 (5H)-one (38 mg, 0.09 mmol, prepared in Example 36) in a mixture solvent of acetic acid (1 mL) and water (1 mL) was added potassium cyanate (12 mg, 0.15 mmol, 1.7 eq) at room temperature. The mixture was stirred overnight at 35° C., and filtered to give precipitates which were washed with water and then dried to afford 5-phenyl-3-[2-(2-ureidophenyl)ethyl]-1H-pyrazolo[4,3-c][1,8]naphthyridin-4 (5H)-one (4... Product: C1(=CC=CC=C1)N1C(C2=C(C=3C=CC=NC13)NN=C2CCC2=C(C=CC=C2)NC(=O)N)=O (5-phenyl-3-[2-(2-ureidophenyl)ethyl]-1H-pyrazolo[4,3-c][1,8]naphthyridin-4 (5H)-one). Starting materials: NC1=C(C=CC=C1)CCC1=NNC2=C1C(N(C=1N=CC=CC21)C2=CC=CC=C2)=O (3-[2-(2-aminophenyl)ethyl]-5-phenyl-1H-pyrazolo[4,3-c][1,8]naphthyridin-4 (5H)-one), C(C)(=O)O (acetic acid), [O-]C#N.[K+] (potassium cyanate). Yield: 104.7%. Solvent: O (water).